From a dataset of the Open Reaction Database (ORD), a public repository of structured organic reaction records. describe an organic reaction: reactants, conditions, products, and yield Starting materials: Cn1cnc(-c2ccc(OCc3ccccc3)cc2)c1-c1cc2c(N)ncnc2s1, CO, ClCCl, O=C(O)C(F)(F)F, O. Yields the product Cn1cnc(-c2ccc(O)cc2)c1-c1cc2c(N)ncnc2s1. RXN SMILES: [CH2:1]([c:2]1[cH:3][cH:4][cH:5][cH:6][cH:7]1)[O:8][c:9]1[cH:10][cH:11][c:12](-[c:15]2[n:16][cH:17][n:18]([CH3:30])[c:19]2-[c:20]2[cH:21][c:22]3[c:23]([n:24][cH:25][n:26][c:27]3[NH2:28])[s:29]2)[cH:13][cH:14]1.[CH3:42][OH:43].[Cl:39][CH2:40][Cl:41].[F:31][C:32]([F:33])([F:34])[C:35]([OH:36])=[O:37].[OH2:38]>>[OH:8][c:9]1[cH:10][cH:11][c:12](-[c:15]2[n:16][cH:17][n:18]([CH3:30])[c:19]2-[c:20]2[cH:21][c:22]3[c:23]([n:24][cH:25][n:26][c:27]3[NH2:28])[s:29]2)[cH:13][cH:14]1. The reactants are [Br-], C1CCOC1, CCC1(c2ccc(F)c(C=O)c2OC)OCCO1, [Li]CCCC, C[P+](c1ccccc1)(c1ccccc1)c1ccccc1. Product: C=Cc1c(F)ccc(C2(CC)OCCO2)c1OC. Reaction SMILES: [Br-:24].[CH2:45]1[O:46][CH2:47][CH2:48][CH2:49]1.[CH2:6]1[O:7][C:8]([CH2:9][CH3:10])([c:11]2[c:12]([O:20][CH3:21])[c:13]([CH:14]=[O:15])[c:16]([F:19])[cH:17][cH:18]2)[O:22][CH2:23]1.[CH3:1][CH2:2][CH2:3][CH2:4][Li:5].[CH3:25][P+:26]([c:27]1[cH:28][cH:29][cH:30][cH:31][cH:32]1)([c:33]1[cH:34][cH:35][cH:36][cH:37][cH:38]1)[c:39]1[cH:40][cH:41][cH:42][cH:43][cH:44]1>>[CH2:1]=[CH:14][c:13]1[c:12]([O:20][CH3:21])[c:11]([C:8]2([CH2:9][CH3:10])[O:7][CH2:6][CH2:23][O:22]2)[cH:18][cH:17][c:16]1[F:19]. Reactants: ClC1=NC=C(C(=O)NC2=CC(=C(C=C2)C)I)C=C1 (6-chloro-N-(3-iodo-4-methyl-phenyl)-nicotinamide), Cl.FC(C=1C=C(C=CC1)C1CCNCC1)(F)F (4-(3 trifluoromethyl-phenyl)piperidine hydrochloride), IC=1C=C(C=CC1C)NC(C1=CN=C(C=C1)N1CCOCC1)=O (N-(3-iodo-4-methyl-phenyl)-6-morpholin-4-yl-nicotinamide). Product: IC=1C=C(C=CC1C)NC(=O)C=1C=CC(=NC1)N1CCC(CC1)C1=CC(=CC=C1)C(F)(F)F (4-(3-Trifluoromethyl-phenyl)-3,4,5,6-tetrahydro-2H-[1,2′]bipyridinyl-5′-carboxylic acid (3-iodo-4-methyl-phenyl)-amide). Reaction SMILES: Cl[C:2]1[CH:18]=[CH:17][C:5]([C:6]([NH:8][C:9]2[CH:14]=[CH:13][C:12]([CH3:15])=[C:11]([I:16])[CH:10]=2)=[O:7])=[CH:4][N:3]=1.Cl.[F:20][C:21]([F:35])([F:34])[C:22]1[CH:23]=[C:24]([CH:28]2[CH2:33][CH2:32][NH:31][CH2:30][CH2:29]2)[CH:25]=[CH:26][CH:27]=1.IC1C=C(NC(=O)C2C=CC(N3CCOCC3)=NC=2)C=CC=1C>>[I:16][C:11]1[CH:10]=[C:9]([NH:8][C:6]([C:5]2[CH:17]=[CH:18][C:2]([N:31]3[CH2:32][CH2:33][CH:28]([C:24]4[CH:25]=[CH:26][CH:27]=[C:22]([C:21]([F:20])([F:34])[F:35])[CH:23]=4)[CH2:29][CH2:30]3)=[N:3][CH:4]=2)=[O:7])[CH:14]=[CH:13][C:12]=1[CH3:15] |f:1.2|. Procedure: 4-(3-Trifluoromethyl-phenyl)-3,4,5,6-tetrahydro-2H-[1,2′]bipyridinyl-5′-carboxylic acid (3-iodo-4-methyl-phenyl)-amide was prepared from 6-chloro-N-(3-iodo-4-methyl-phenyl)-nicotinamide and 4-(3 trifluoromethyl-phenyl)piperidine hydrochloride in a manner similar to the one described in the synthesis of N-(3-iodo-4-methyl-phenyl)-6-morpholin-4-yl-nicotinamide above. The product was isolated after silica gel column purification with 20-40% EtOAc in hexanes. HRMS m/z calcd for C25H23N3OF3I [M+H]+: ...